From a dataset of the Open Reaction Database (ORD), a public repository of structured organic reaction records. describe an organic reaction: reactants, conditions, products, and yield The reactants are O=C([O-])O, C=CCBr, COC(=O)C(C)O, [H-], [Na+], [Na+], C1CCOC1, O. Product: C=CCOC(C)C(=O)OC. RXN SMILES: [C:14](=[O:15])([OH:16])[O-:17].[CH2:10]([CH:11]=[CH2:12])[Br:13].[CH3:1][O:2][C:3]([CH:4]([CH3:5])[OH:6])=[O:7].[H-:8].[Na+:18].[Na+:9].[O:19]1[CH2:20][CH2:21][CH2:22][CH2:23]1.[OH2:24]>>[CH3:1][O:2][C:3]([CH:4]([CH3:5])[O:6][CH2:12][CH:11]=[CH2:10])=[O:7]. The reactants are Cl, COc1ccc(C(=O)c2ccccc2F)c(Cl)c1Cl, NO, c1ccncc1. Yields the product COc1ccc(C(=NO)c2ccccc2F)c(Cl)c1Cl. RXN SMILES: [ClH:22].[F:1][c:2]1[c:3]([C:8]([c:9]2[c:10]([Cl:18])[c:11]([Cl:17])[c:12]([O:15][CH3:16])[cH:13][cH:14]2)=[O:19])[cH:4][cH:5][cH:6][cH:7]1.[NH2:20][OH:21].[cH:23]1[cH:24][cH:25][n:26][cH:27][cH:28]1>>[F:1][c:2]1[c:3]([C:8]([c:9]2[c:10]([Cl:18])[c:11]([Cl:17])[c:12]([O:15][CH3:16])[cH:13][cH:14]2)=[N:20][OH:21])[cH:4][cH:5][cH:6][cH:7]1. The reactants are ClC1=C(C=CC(=C1)OC)O (2-chloro-4-methoxyphenol), [H-].[Na+] (sodium hydride), C(C1=CC=CC=C1)(=O)OCCCCl (3-chloropropyl benzoate), ClC1=C(OCCCOCCl)C=CC(=C1)OC (3-(2-chloro-4-methoxyphenoxy) propyloxymethyl chloride), C1=2C(=O)OC(NC1=CC=CC2)=O (isatoic anhydride). Solvent: CN(C)C=O (DMF), CN(C)C=O (DMF), C(C)(=O)OCC (ethyl acetate), CN(C)C=O (DMF). Conditions: temperature 80 celsius. Product: ClC1=C(OCCCOCN2C(C=C(C3=CC=CC=C23)O)=O)C=CC(=C1)OC (1-[3-(2-chloro-4-methoxyphenoxy)-propyloxymethyl]-4-hydroxy-2(1H)-quinolinone). Reaction SMILES: Cl[C:2]1C=C(OC)C=CC=1O.[H-].[Na+].C(OCCCCl)(=O)C1C=CC=CC=1.[Cl:26][C:27]1[CH:39]=[C:38]([O:40][CH3:41])[CH:37]=[CH:36][C:28]=1[O:29][CH2:30][CH2:31][CH2:32][O:33][CH2:34]Cl.[C:42]12[C:48](=[CH:49][CH:50]=[CH:51][CH:52]=1)[NH:47][C:46](=[O:53])[O:45][C:43]2=O>CN(C=O)C.C(OCC)(=O)C>[Cl:26][C:27]1[CH:39]=[C:38]([O:40][CH3:41])[CH:37]=[CH:36][C:28]=1[O:29][CH2:30][CH2:31][CH2:32][O:33][CH2:34][N:47]1[C:48]2[C:42](=[CH:52][CH:51]=[CH:50][CH:49]=2)[C:43]([OH:45])=[CH:2][C:46]1=[O:53] |f:1.2|. Procedure: A solution of 2-chloro-4-methoxyphenol (15.5 gm) in DMF (20 ml) was added to a suspension of 60% sodium hydride (4 gm) in DMF (10 ml). To the resulting solution there was added a solution of 3-chloropropyl benzoate (15.5 gm) in DMF (20 ml). The solution was heated at 80° C. for 20 hrs, then diluted with ethyl acetate, then washed with water then dried and then evaporated. The crude product was dissolved in a 1:1 mixture of methanol/THF (40 ml) to which 10% sodium hydroxide (50 ml) was added. The... The reactants are O=C([O-])[O-], O=[N+]([O-])c1ccccc1F, [K+], [K+], CN(C)C=O, Oc1ccc(Cl)cc1. Yields the product O=[N+]([O-])c1ccccc1Oc1ccc(Cl)cc1. RXN SMILES: [C:19](=[O:20])([O-:21])[O-:22].[F:9][c:10]1[c:11]([N+:16](=[O:17])[O-:18])[cH:12][cH:13][cH:14][cH:15]1.[K+:23].[K+:24].[O:25]=[CH:26][N:27]([CH3:28])[CH3:29].[OH:1][c:2]1[cH:3][cH:4][c:5]([Cl:6])[cH:7][cH:8]1>>[O:1]([c:2]1[cH:3][cH:4][c:5]([Cl:6])[cH:7][cH:8]1)[c:10]1[c:11]([N+:16](=[O:17])[O-:18])[cH:12][cH:13][cH:14][cH:15]1.